Task: describe an organic reaction: reactants, conditions, products, and yield. Dataset: the Open Reaction Database (ORD), a public repository of structured organic reaction records Starting materials: CC(C)(C)OC(=O)NC1CCC(Nc2cccc3nc(Nc4ccc(C(N)=O)cc4)nn23)CC1, CC(C)(C)OC(=O)NC1CCC(Nc2cccc3nc(Nc4ccc(C#N)cc4)nn23)CC1, CCO, [Na+], [Na+], O=C([O-])[O-], OO. Product: NC(=O)c1ccc(Nc2nc3cccc(NC4CCC(N)CC4)n3n2)cc1. Reaction SMILES: [C:1]([NH2:2])(=[O:3])[c:4]1[cH:5][cH:6][c:7]([NH:10][c:11]2[n:12][n:13]3[c:14]([cH:15][cH:16][cH:17][c:18]3[NH:19][CH:20]3[CH2:21][CH2:22][CH:23]([NH:26][C:27](=[O:28])[O:29][C:30]([CH3:31])([CH3:32])[CH3:33])[CH2:24][CH2:25]3)[n:34]2)[cH:8][cH:9]1.[C:35]([c:36]1[cH:37][cH:38][c:39]([NH:40][c:41]2[n:42][c:43]3[cH:44][cH:45][cH:46][c:47]([NH:48][CH:49]4[CH2:50][CH2:51][CH:52]([NH:53][C:54](=[O:55])[O:56][C:57]([CH3:58])([CH3:59])[CH3:60])[CH2:61][CH2:62]4)[n:63]3[n:64]2)[cH:65][cH:66]1)#[N:67].[CH3:76][CH2:77][OH:78].[Na+:68].[Na+:69].[O-:70][C:71](=[O:72])[O-:73].[OH:74][OH:75]>>[C:1]([NH2:2])(=[O:3])[c:4]1[cH:5][cH:6][c:7]([NH:10][c:11]2[n:12][n:13]3[c:14]([cH:15][cH:16][cH:17][c:18]3[NH:19][CH:20]3[CH2:21][CH2:22][CH:23]([NH2:26])[CH2:24][CH2:25]3)[n:34]2)[cH:8][cH:9]1. Starting materials: Cl.ClC=1N=C(NC1CC)C(=O)N[C@@H]1[C@@H](CNCC1)OCC (cis(±)-4-Chloro-N-(3-ethoxypiperidin-4-yl)-5-ethyl-1H-imidazole-2-carboxamide hydrochloride), C([O-])([O-])=O.[Cs+].[Cs+] (cesium carbonate), C(C)(C)N(CC)C(C)C (diisopropylethylamine), BrC=1SC=NN1 (2-bromo-1,3,4-thiadiazole). The solvent is O (water), C(C)(=O)OCC (Ethyl acetate), CN1C(CCC1)=O (N-methylpyrrolidone). Yields the product ClC=1N=C(NC1CC)C(=O)N[C@@H]1[C@@H](CN(CC1)C=1SC=NN1)OCC (cis(±)-4-Chloro-N-[3-ethoxy-1-(1,3,4-thiadiazol-2-yl)piperidin-4-yl]-5-ethyl-1H-imidazole-2-carboxamide). Yield: 37.7%. Reaction SMILES: Cl.[Cl:2][C:3]1[N:4]=[C:5]([C:10]([NH:12][C@H:13]2[CH2:18][CH2:17][NH:16][CH2:15][C@H:14]2[O:19][CH2:20][CH3:21])=[O:11])[NH:6][C:7]=1[CH2:8][CH3:9].C(N(C(C)C)CC)(C)C.Br[C:32]1[S:33][CH:34]=[N:35][N:36]=1.C(=O)([O-])[O-].[Cs+].[Cs+]>CN1CCCC1=O.O.C(OCC)(=O)C>[Cl:2][C:3]1[N:4]=[C:5]([C:10]([NH:12][C@H:13]2[CH2:18][CH2:17][N:16]([C:32]3[S:33][CH:34]=[N:35][N:36]=3)[CH2:15][C@H:14]2[O:19][CH2:20][CH3:21])=[O:11])[NH:6][C:7]=1[CH2:8][CH3:9] |f:0.1,4.5.6|. Reported procedure: cis(±)-4-Chloro-N-(3-ethoxypiperidin-4-yl)-5-ethyl-1H-imidazole-2-carboxamide hydrochloride obtained in Example (131a) (0.100 g, 0.296 mmol), diisopropylethylamine (0.0568 mL, 0.326 mmol), 2-bromo-1,3,4-thiadiazole (0.0587 g, 0.356 mmol) and cesium carbonate (0.106 g, 0.326 mmol) were suspended in N-methylpyrrolidone (2 mL). The suspension was heated using a microwave reactor at 180° C. for 30 minutes. Ethyl acetate and water were added to the reaction solution, and the aqueous layer was extract... Starting materials: CCOC(=O)N1CCN(C(=O)C(N)CCC(=O)OC(C)(C)C)CC1, ClCCCl, CCN(C(C)C)C(C)C, O=C(O)c1cc(O)n(-c2cccc(F)c2)n1, CN(C)C=O. Yields the product CCOC(=O)N1CCN(C(=O)C(CCC(=O)OC(C)(C)C)NC(=O)c2cc(O)n(-c3cccc(F)c3)n2)CC1. As a reaction SMILES: [CH2:17]([CH3:18])[O:19][C:20](=[O:21])[N:22]1[CH2:23][CH2:24][N:25]([C:28]([CH:29]([CH2:30][CH2:31][C:32](=[O:33])[O:34][C:35]([CH3:36])([CH3:37])[CH3:38])[NH2:39])=[O:40])[CH2:26][CH2:27]1.[CH2:41]([Cl:42])[CH2:43][Cl:44].[CH:50]([N:51]([CH2:52][CH3:53])[CH:54]([CH3:55])[CH3:56])([CH3:57])[CH3:58].[F:1][c:2]1[cH:3][c:4](-[n:8]2[n:9][c:10]([C:14](=[O:15])[OH:16])[cH:11][c:12]2[OH:13])[cH:5][cH:6][cH:7]1.[O:45]=[CH:46][N:47]([CH3:48])[CH3:49]>>[F:1][c:2]1[cH:3][c:4](-[n:8]2[n:9][c:10]([C:14](=[O:16])[NH:39][CH:29]([C:28]([N:25]3[CH2:24][CH2:23][N:22]([C:20]([O:19][CH2:17][CH3:18])=[O:21])[CH2:27][CH2:26]3)=[O:40])[CH2:30][CH2:31][C:32](=[O:33])[O:34][C:35]([CH3:36])([CH3:37])[CH3:38])[cH:11][c:12]2[OH:13])[cH:5][cH:6][cH:7]1. The reactants are CCCC[Sn](CCCC)(CCCC)c1ccc(OC)cc1[N+](=O)[O-], COc1ccc2c(c1)CCCC(=O)C2. The product is COc1ccc2c(c1)CCCC(c1ccc(OC)cc1[N+](=O)[O-])=C2. As a reaction SMILES: [CH2:15]([Sn:16]([CH2:17][CH2:18][CH2:19][CH3:31])([c:20]1[c:21]([N+:28](=[O:29])[O-:30])[cH:22][c:23]([O:26][CH3:27])[cH:24][cH:25]1)[CH2:32][CH2:33][CH2:34][CH3:35])[CH2:36][CH2:37][CH3:38].[CH3:1][O:2][c:3]1[cH:4][cH:5][c:6]2[c:7]([cH:14]1)[CH2:8][CH2:9][CH2:10][C:11](=[O:13])[CH2:12]2>>[CH3:1][O:2][c:3]1[cH:4][cH:5][c:6]2[c:7]([cH:14]1)[CH2:8][CH2:9][CH2:10][C:11]([c:20]1[c:21]([N+:28](=[O:29])[O-:30])[cH:22][c:23]([O:26][CH3:27])[cH:24][cH:25]1)=[CH:12]2. The reactants are O[Li].O (LiOH.H2O), COC(=O)C=1C=C(C=CC1)ON (O-(3-Methoxycarbonylphenyl)hydroxylamine), mixture, C1CCOC1.CO.O (THF MeOH H2O), Cl (HCl). Solvent: O (H2O). The product is C(=O)(O)C=1C=C(C=CC1)ON (O-(3-Carboxyphenyl)hydroxylamine). Yield: 95.0%. RXN SMILES: O[Li].O.C[O:5][C:6]([C:8]1[CH:9]=[C:10]([O:14][NH2:15])[CH:11]=[CH:12][CH:13]=1)=[O:7].C1COCC1.CO.O.Cl>O>[C:6]([C:8]1[CH:9]=[C:10]([O:14][NH2:15])[CH:11]=[CH:12][CH:13]=1)([OH:7])=[O:5] |f:0.1,3.4.5|. Reported procedure: LiOH.H2O (91.0 mg, 2.17 mmol) was added to a solution of O-(3-methoxycarbonyl-phenyl)hydroxylamine 14 (90.4 mg, 0.541 mmol) in a 3/1/1 mL mixture of THF/MeOH/H2O and the reaction was stirred at room temperature. After 24 h the reaction was diluted with H2O (50 mL), acidified to pH-3-4 with 0.5 N HCl, and extracted with EtOAc (3×25 mL). The combined organics were washed with H2O (25 mL) and brine (25 mL), dried over Na2SO4, filtered, and concentrated to afford 3 as a white solid (78.7 mg, 95%). 1...